From a dataset of the Open Reaction Database (ORD), a public repository of structured organic reaction records. describe an organic reaction: reactants, conditions, products, and yield Starting materials: C, CCOC(C)=O, [H][H], O=C(O)C1(O)CC2C=CC1C2, [Pd]. Product: O=C(O)C1(O)CC2CCC1C2. Reaction SMILES: [C:20].[CH3:14][CH2:15][O:16][C:17](=[O:18])[CH3:19].[H:12][H:13].[OH:1][C:2]1([C:9](=[O:10])[OH:11])[CH:3]2[CH:4]=[CH:5][CH:6]([CH2:7]1)[CH2:8]2.[Pd:21]>>[OH:1][C:2]1([C:9](=[O:10])[OH:11])[CH:3]2[CH2:4][CH2:5][CH:6]([CH2:7]1)[CH2:8]2.